From a dataset of the Open Reaction Database (ORD), a public repository of structured organic reaction records. describe an organic reaction: reactants, conditions, products, and yield Starting materials: Intermediate 41, ClCCCCS(=O)(=O)Cl (4-chloro-1-butanesulfonyl chloride), C(CC)N (n-propylamine), C(C)(C)(C)N (t-butylamine). Product: ClCCCCS(=O)(=O)NCCC (4-Chloro-N-propyl-1-butanesulfonamide). The yield is 88.0%. As a reaction SMILES: [CH2:1]([NH2:4])[CH2:2][CH3:3].C(N)(C)(C)C.[Cl:10][CH2:11][CH2:12][CH2:13][CH2:14][S:15](Cl)(=[O:17])=[O:16]>>[Cl:10][CH2:11][CH2:12][CH2:13][CH2:14][S:15]([NH:4][CH2:1][CH2:2][CH3:3])(=[O:17])=[O:16]. Reported procedure: This was prepared in an analogous manner to that disclosed for Intermediate 41, using n-propylamine (commercially available, for example, from Aldrich) instead of t-butylamine, and 4-chloro-1-butanesulfonyl chloride (prepared according to White, E. H.; Lim, H. M. J. Org. Chem. 52, 1987, 11, 2162-2166) instead of 3-chloropropane sulfonyl chloride. Yield 88%. LCMS RT=2.54 min, ES+ve m/z 214 (M+H)+. Reactants: Cl (Hydrogen chloride), C(CCCCC)N1C(C2C(C2C1)(C)C=1C=C(C#N)C=CC1)=O (3-(3-hexyl-6-methyl-2-oxo-3-azabicyclo[3.1.0]hex-6-yl)benzonitrile), C(C)O (ethanol). Conditions: time 48 hour. Product: C(CCCCC)N1C(C2C(C2C1)(C)C=1C=C(C=CC1)C(OCC)=N)=O (Ethyl 3-(3-hexyl-6-methyl-2-oxo-3-azabicyclo[3.1.0]hex-6-yl)benzene carboximidoate), hydrochloride salt. As a reaction SMILES: Cl.[CH2:2]([N:8]1[CH2:13][CH:12]2[CH:10]([C:11]2([C:15]2[CH:16]=[C:17]([CH:20]=[CH:21][CH:22]=2)[C:18]#[N:19])[CH3:14])[C:9]1=[O:23])[CH2:3][CH2:4][CH2:5][CH2:6][CH3:7].[CH2:24]([OH:26])[CH3:25]>>[CH2:2]([N:8]1[CH2:13][CH:12]2[CH:10]([C:11]2([C:15]2[CH:16]=[C:17]([C:18](=[NH:19])[O:26][CH2:24][CH3:25])[CH:20]=[CH:21][CH:22]=2)[CH3:14])[C:9]1=[O:23])[CH2:3][CH2:4][CH2:5][CH2:6][CH3:7]. Reported procedure: Hydrogen chloride gas was bubbled through a solution of 3-(3-hexyl-6-methyl-2-oxo-3-azabicyclo[3.1.0]hex-6-yl)benzonitrile (Preparation 36, 0.55 g, 1.86 mmol) in ethanol (8 ml) at 0° C. for 1 h. The reaction vessel was then sealed and left standing in the fridge for 48 h. The mixture was allowed to warm to room temperature and the solvent was removed in vacuo (to afford the title compound as its hydrochloride salt). The residue was dissolved in dichloromethane (20 ml) and washed with 10% w/v pot... Starting materials: CCc1cccc(CC)c1NS(=O)(=O)c1ccc(C)cc1, CC(=O)O, O=N[O-], [Na+], O, O=[N+]([O-])O. Product: CCc1cc([N+](=O)[O-])cc(CC)c1NS(=O)(=O)c1ccc(C)cc1. Reaction SMILES: [CH2:5]([CH3:6])[c:7]1[c:8]([NH:15][S:16](=[O:17])(=[O:18])[c:19]2[cH:20][cH:21][c:22]([CH3:25])[cH:23][cH:24]2)[c:9]([CH2:13][CH3:14])[cH:10][cH:11][cH:12]1.[CH3:26][C:27](=[O:28])[OH:29].[N:30]([O-:31])=[O:32].[Na+:33].[OH2:34].[OH:1][N+:2]([O-:3])=[O:4]>>[O-:1][N+:2](=[O:4])[c:11]1[cH:10][c:9]([CH2:13][CH3:14])[c:8]([NH:15][S:16](=[O:17])(=[O:18])[c:19]2[cH:20][cH:21][c:22]([CH3:25])[cH:23][cH:24]2)[c:7]([CH2:5][CH3:6])[cH:12]1. The reactants are IC1=CC2=C(N(C(N2C)=O)C)C=C1 (5-iodo-1,3-dimethyl-2,3-dihydrobenzimidazol-2-one), FC=1C=C(C=C(C1)C1(CCOCC1)OC)S (4-(5-fluoro-3-mercaptophenyl)-4-methoxytetrahydropyran). Yields the product CN1C(N(C2=C1C=CC(=C2)SC=2C=C(C=C(C2)F)C2(CCOCC2)OC)C)=O (4-[3-(1,3-dimethyl-2-oxo-2,3-dihydrobenzimidazol-5-ylthio)-5-fluorophenyl]-4-methoxytetrahydropyran). Isolated yield 60.0%. RXN SMILES: I[C:2]1[CH:13]=[CH:12][C:5]2[N:6]([CH3:11])[C:7](=[O:10])[N:8]([CH3:9])[C:4]=2[CH:3]=1.[F:14][C:15]1[CH:16]=[C:17]([SH:29])[CH:18]=[C:19]([C:21]2([O:27][CH3:28])[CH2:26][CH2:25][O:24][CH2:23][CH2:22]2)[CH:20]=1>>[CH3:11][N:6]1[C:5]2[CH:12]=[CH:13][C:2]([S:29][C:17]3[CH:18]=[C:19]([C:21]4([O:27][CH3:28])[CH2:26][CH2:25][O:24][CH2:23][CH2:22]4)[CH:20]=[C:15]([F:14])[CH:16]=3)=[CH:3][C:4]=2[N:8]([CH3:9])[C:7]1=[O:10]. Procedure details: Using a similar procedure to that described in Example 1, 5-iodo-1,3-dimethyl-2,3-dihydrobenzimidazol-2-one was reacted with 4-(5-fluoro-3-mercaptophenyl)-4-methoxytetrahydropyran to give 4-[3-(1,3-dimethyl-2-oxo-2,3-dihydrobenzimidazol-5-ylthio)-5-fluorophenyl]-4-methoxytetrahydropyran in 60% yield, m.p. 128°-130° C. The reactants are BrC1=CC(=NC2=CC=C(C=C12)Cl)N (4-Bromo-6-chloro-quinolin-2-ylamine), C(C)(=O)O[BH-](OC(C)=O)OC(C)=O.[Na+] (Sodium triacetoxy borohydride), COC1=C(C=O)C=CC=C1 (2-Methoxybenzaldehyde), C(C)(=O)O (acetic acid). The solvent is ClCCCl (1,2-dichloroethane). Conditions: temperature 40 celsius, time 3 hour. The product is BrC1=CC(=NC2=CC=C(C=C12)Cl)NCC1=C(C=CC=C1)OC ((4-Bromo-6-chloro-quinolin-2-yl)-(2-methoxy-benzyl)-amine), solid. Yield: 48.0%. Reaction SMILES: [Br:1][C:2]1[C:11]2[C:6](=[CH:7][CH:8]=[C:9]([Cl:12])[CH:10]=2)[N:5]=[C:4]([NH2:13])[CH:3]=1.[CH3:14][O:15][C:16]1[CH:23]=[CH:22][CH:21]=[CH:20][C:17]=1[CH:18]=O.C(O)(=O)C.C(O[BH-](OC(=O)C)OC(=O)C)(=O)C.[Na+]>ClCCCl>[Br:1][C:2]1[C:11]2[C:6](=[CH:7][CH:8]=[C:9]([Cl:12])[CH:10]=2)[N:5]=[C:4]([NH:13][CH2:18][C:17]2[CH:20]=[CH:21][CH:22]=[CH:23][C:16]=2[O:15][CH3:14])[CH:3]=1 |f:3.4|. Reported procedure: 4-Bromo-6-chloro-quinolin-2-ylamine (3.12 g, 12 mmol) was dissolved in 100 mL 1,2-dichloroethane. 2-Methoxybenzaldehyde (1.98 g, 15 mmol) and acetic acid (2.91 g, 48 mmol) were added. The reaction mixture was stirred at 40° C. for 3 h. Sodium triacetoxy borohydride (5.99 g, 25 mmol) was added and stirring was continued at room temperature overnight. The reaction mixture was quenched by addition of 200 mL sat. sodiumbicarbonate solution. The mixture was extracted three times with dichloromethane ... Starting materials: BrC(Br)(Br)Br, CCOCc1cc(OC)c(-c2ccc(CC(NC(=O)c3c(Cl)cccc3Cl)C(=O)OCC)cc2)c(OC)c1, ClCCl, c1ccc(P(c2ccccc2)c2ccccc2)cc1. The product is CCOC(=O)C(Cc1ccc(-c2c(OC)cc(CBr)cc2OC)cc1)NC(=O)c1c(Cl)cccc1Cl. As a reaction SMILES: [Br:58][C:59]([Br:60])([Br:61])[Br:62].[CH2:1]([CH3:2])[O:3][C:4]([CH:5]([NH:6][C:7]([c:8]1[c:9]([Cl:15])[cH:10][cH:11][cH:12][c:13]1[Cl:14])=[O:16])[CH2:17][c:18]1[cH:19][cH:20][c:21](-[c:24]2[c:25]([O:36][CH3:37])[cH:26][c:27]([CH2:32][O:33][CH2:34][CH3:35])[cH:28][c:29]2[O:30][CH3:31])[cH:22][cH:23]1)=[O:38].[Cl:63][CH2:64][Cl:65].[c:39]1([P:40]([c:41]2[cH:42][cH:43][cH:44][cH:45][cH:46]2)[c:47]2[cH:48][cH:49][cH:50][cH:51][cH:52]2)[cH:53][cH:54][cH:55][cH:56][cH:57]1>>[CH2:1]([CH3:2])[O:3][C:4]([CH:5]([NH:6][C:7]([c:8]1[c:9]([Cl:15])[cH:10][cH:11][cH:12][c:13]1[Cl:14])=[O:16])[CH2:17][c:18]1[cH:19][cH:20][c:21](-[c:24]2[c:25]([O:36][CH3:37])[cH:26][c:27]([CH2:32][Br:58])[cH:28][c:29]2[O:30][CH3:31])[cH:22][cH:23]1)=[O:38].